Dataset: the Open Reaction Database (ORD), a public repository of structured organic reaction records. Task: describe an organic reaction: reactants, conditions, products, and yield The reactants are N1N=C(C=C1)CNCCN (N-(3-pyrazolylmethyl)ethylenediamine), CN(CCN=C=S)C (2-dimethylaminoethyl isothiocyanate). Yields the product CN(CCNC(=S)NCCNCC1=NNC=C1)C (N-(2-Dimethylaminoethyl)-N'-[2-(3-pyrazolylmethylamino)ethyl]-thiourea). As a reaction SMILES: [NH:1]1[CH:5]=[CH:4][C:3]([CH2:6][NH:7][CH2:8][CH2:9][NH2:10])=[N:2]1.[CH3:11][N:12]([CH3:18])[CH2:13][CH2:14][N:15]=[C:16]=[S:17]>>[CH3:11][N:12]([CH3:18])[CH2:13][CH2:14][NH:15][C:16]([NH:10][CH2:9][CH2:8][NH:7][CH2:6][C:3]1[CH:4]=[CH:5][NH:1][N:2]=1)=[S:17]. Procedure details: Treating N-(3-pyrazolylmethyl)ethylenediamine with 2-dimethylaminoethyl isothiocyanate by the procedure of Example 40 gives the title compound. Reactants: ethylamidoxime, CC=1C(=NC=2C1C(=C1N=C3C=CC=CC3=C1C2)C)C(=O)O (3,4-Dimethylpyrrolo[3,2-b]carbazole-2-carboxylic acid), C(=O)(C=1NC=CN1)C=1NC=CN1 (carbonyl diimidazole), [H-].[Na+] (Sodium hydride), [N-]1C=NC=C1 (imidazolide). Run in CCOCC (ether), C1CCOC1 (THF), O1CCCC1 (tetrahydrofuran). Conditions: time 3 hour. Product: CC=1C(=NC=2C1C(=C1N=C3C=CC=CC3=C1C2)C)C2=NC(=NO2)CC (3,4-Dimethyl-2-(3-ethyl-1,2,4-oxadiazol-5-yl) pyrrolo[3,2-b]carbazole). Yield: 36.0%. Reaction SMILES: [CH3:1][C:2]1[C:3]([C:19]([OH:21])=O)=[N:4][C:5]2[C:6]=1[C:7](C)=[C:8]1[C:16]([CH:17]=2)=[C:15]2[C:10]([CH:11]=[CH:12][CH:13]=[CH:14]2)=[N:9]1.[C:22]([C:29]1NC=CN=1)([C:24]1[NH:25]C=C[N:28]=1)=O.[N-]1C=CN=[CH:35]1.[H-].[Na+]>O1CCCC1.CCOCC>[CH3:1][C:2]1[C:3]([C:19]2[O:21][N:28]=[C:24]([CH2:22][CH3:29])[N:25]=2)=[N:4][C:5]2[C:17]=1[C:16]([CH3:35])=[C:8]1[C:7]([CH:6]=2)=[C:15]2[C:10]([CH:11]=[CH:12][CH:13]=[CH:14]2)=[N:9]1 |f:3.4|. Procedure details: 3,4-Dimethylpyrrolo[3,2-b]carbazole-2-carboxylic acid (2.78 g, 10.0 mmol), (prepared as described in WO93/01512) and carbonyl diimidazole (1.85 g, 11.4 mmol) were dissolved in freshly distilled tetrahydrofuran (50 ml) in an oven-dried flask under a nitrogen atmosphere. The resulting orange solution was stirred at room temperature for three hours, by which time it was an orange suspension, and complete conversion of the acid to the imidazolide intermediate was verified by TLC. Meanwhile, in a sec... The reactants are CN(CCN)C (N,N-dimethyl-1,2-ethanediamine), IC1=CC=C(C(=O)OC)C=C1 (Methyl 4-iodobenzoate), CC1(C2=C(C(=CC=C2)P(C3=CC=CC=C3)C4=CC=CC=C4)OC5=C(C=CC=C51)P(C6=CC=CC=C6)C7=CC=CC=C7)C (XANTPHOS), C(=O)([O-])[O-].[Cs+].[Cs+] (Cs2CO3). Reagents/catalysts: C=1C=CC(=CC1)/C=C/C(=O)/C=C/C2=CC=CC=C2.C=1C=CC(=CC1)/C=C/C(=O)/C=C/C2=CC=CC=C2.C=1C=CC(=CC1)/C=C/C(=O)/C=C/C2=CC=CC=C2.[Pd].[Pd] (Pd2(dba)3). The solvent is O1CCOCC1 (1,4-Dioxane), C(C)(=O)OCC (ethyl acetate). Run at temperature 110 celsius, time 8 hour. Yields the product CN(CCNC1=CC=C(C(=O)OC)C=C1)C (Methyl 4-{[2-(dimethylamino) ethyl]amino}benzoate). RXN SMILES: I[C:2]1[CH:11]=[CH:10][C:5]([C:6]([O:8][CH3:9])=[O:7])=[CH:4][CH:3]=1.CC1(C)C2C(=C(P(C3C=CC=CC=3)C3C=CC=CC=3)C=CC=2)OC2C(P(C3C=CC=CC=3)C3C=CC=CC=3)=CC=CC1=2.C([O-])([O-])=O.[Cs+].[Cs+].[CH3:60][N:61]([CH3:65])[CH2:62][CH2:63][NH2:64]>C(OCC)(=O)C.C1C=CC(/C=C/C(/C=C/C2C=CC=CC=2)=O)=CC=1.C1C=CC(/C=C/C(/C=C/C2C=CC=CC=2)=O)=CC=1.C1C=CC(/C=C/C(/C=C/C2C=CC=CC=2)=O)=CC=1.[Pd].[Pd].O1CCOCC1>[CH3:60][N:61]([CH3:65])[CH2:62][CH2:63][NH:64][C:2]1[CH:11]=[CH:10][C:5]([C:6]([O:8][CH3:9])=[O:7])=[CH:4][CH:3]=1 |f:2.3.4,7.8.9.10.11|. Procedure: Methyl 4-iodobenzoate (1 g, 3.82 mmol), XANTPHOS (0.033 g, 0.057 mmol), Pd2(dba)3 (0.035 g, 0.038 mmol), Cs2CO3 (1.741 g, 5.34 mmol) was added to a sealed tube with septa and purged with argon 3×. N,N-dimethyl-1,2-ethanediamine (0.404 g, 4.58 mmol) and 1,4-Dioxane (4 mL) was then added and was stirred at 110° C. for Overnight. The reaction mixture was cooled to room temp and diluted with ethyl acetate and filtered through celite. The organic solvent was concentrated. The product was used without... Starting materials: CCOc1ccc(C(C)(C)C)cc1C1=NC(c2ccc(Cl)cc2)C(c2ccc(Cl)cc2)N1C(=O)Cl, O=C1CCNCCN1. Product: CCOc1ccc(C(C)(C)C)cc1C1=NC(c2ccc(Cl)cc2)C(c2ccc(Cl)cc2)N1C(=O)N1CCNC(=O)CC1. RXN SMILES: [C:1]([CH3:2])([CH3:3])([CH3:4])[c:5]1[cH:6][cH:7][c:8]([O:33][CH2:34][CH3:35])[c:9]([C:11]2=[N:15][CH:14]([c:16]3[cH:17][cH:18][c:19]([Cl:22])[cH:20][cH:21]3)[CH:13]([c:23]3[cH:24][cH:25][c:26]([Cl:29])[cH:27][cH:28]3)[N:12]2[C:30](=[O:31])[Cl:32])[cH:10]1.[NH:36]1[CH2:37][CH2:38][NH:39][C:40](=[O:43])[CH2:41][CH2:42]1>>[C:1]([CH3:2])([CH3:3])([CH3:4])[c:5]1[cH:6][cH:7][c:8]([O:33][CH2:34][CH3:35])[c:9]([C:11]2=[N:15][CH:14]([c:16]3[cH:17][cH:18][c:19]([Cl:22])[cH:20][cH:21]3)[CH:13]([c:23]3[cH:24][cH:25][c:26]([Cl:29])[cH:27][cH:28]3)[N:12]2[C:30](=[O:31])[N:36]2[CH2:37][CH2:38][NH:39][C:40](=[O:43])[CH2:41][CH2:42]2)[cH:10]1.